Dataset: the Open Reaction Database (ORD), a public repository of structured organic reaction records. Task: describe an organic reaction: reactants, conditions, products, and yield Reactants: Cesium(II)carbonate, CON(C(=O)C=1N=C(SC1)Br)C (2-bromo-thiazole-4-carboxylic acid methoxy-methyl-amide), N1C=NC=C1 (imidazole). Run in CN(C)C=O (DMF), CCOC(=O)C (EtOAc). Reaction conditions: temperature 120 celsius. The product is CON(C(=O)C=1N=C(SC1)N1C=NC=C1)C (2-imidazol-1-yl-thiazole-4-carboxylic acid methoxy-methyl-amide). The yield is 91.7%. RXN SMILES: C(=O)([O-])[O-].[Cs+2].[CH3:6][O:7][N:8]([CH3:17])[C:9]([C:11]1[N:12]=[C:13](Br)[S:14][CH:15]=1)=[O:10].[NH:18]1[CH:22]=[CH:21][N:20]=[CH:19]1>CN(C=O)C.CCOC(C)=O>[CH3:6][O:7][N:8]([CH3:17])[C:9]([C:11]1[N:12]=[C:13]([N:18]2[CH:22]=[CH:21][N:20]=[CH:19]2)[S:14][CH:15]=1)=[O:10] |f:0.1|. Reported procedure: Cesium(II)carbonate (1.36 g, 4.18 mmol) was added to a solution of 2-bromo-thiazole-4-carboxylic acid methoxy-methyl-amide (500 mg, 1.99 mmol) and imidazole (135 mg, 1.99 mmol) in DMF (5 mL) under a nitrogen atmosphere at r.t. prior to heating at 120° C. for 40 minutes in the microwave reactor. The reaction was then cooled to r.t., diluted with EtOAc (100 mL), washed with 1M NaOH (75 mL), brine (75 mL), dried over Na2SO4, filtered and concentrated to a white solid. Purification was achieved usin...